This data is from the Open Reaction Database (ORD), a public repository of structured organic reaction records. The task is: describe an organic reaction: reactants, conditions, products, and yield The reactants are NC1=C(C=C(C(=O)OC)C=C1)O (Methyl 4-amino-3-hydroxybenzoate), A22677, C(=O)(N1C=NC=C1)N1C=NC=C1 (1,1′-carbonyldiimidazole), C1CCOC1 (THF). Product: O=C1OC2=C(N1)C=CC(=C2)C(=O)OCC (Ethyl 2-oxo-2,3-dihydrobenzo[d]oxazole-6-carboxylate). RXN SMILES: [NH2:1][C:2]1[CH:11]=[CH:10][C:5]([C:6]([O:8][CH3:9])=[O:7])=[CH:4][C:3]=1[OH:12].[C:13](N1C=CN=C1)(N1C=CN=C1)=[O:14].[CH2:25]1COCC1>>[O:14]=[C:13]1[NH:1][C:2]2[CH:11]=[CH:10][C:5]([C:6]([O:8][CH2:9][CH3:25])=[O:7])=[CH:4][C:3]=2[O:12]1. Procedure: Methyl 4-amino-3-hydroxybenzoate (1.23 g, 7.36 mmol) (commercially available from Pfaltz & Bauer Chemicals Catalog (Order Number A22677)) and 1,1′-carbonyldiimidazole (1.19 g, 7.36 mmol) in 20 mL THF were heated by microwave at 100° C. for 10 minutes. The reaction mixture was used directly for next step. LCMS (API-ES) m/z: 194 (M+H+).